From a dataset of the Open Reaction Database (ORD), a public repository of structured organic reaction records. describe an organic reaction: reactants, conditions, products, and yield Starting materials: CSC (methyl sulfide), C1(=CC=CC=C1)S[C@H]1[C@H](OC(C(C)(C)C)=O)[C@@H](OC(C(C)(C)C)=O)[C@H](OC(C(C)(C)C)=O)[C@H](O1)COC(C(C)(C)C)=O (1-deoxy-1-(phenylthio)-2,3,4,6-tetra-O-pivaloyl-β-D-glucopyranose), C1=CC(=CC(=C1)Cl)C(=O)OO (m-CPBA). Solvent: C(Cl)Cl (CH2Cl2), C(Cl)Cl (CH2Cl2), C(Cl)Cl (CH2Cl2). Conditions: temperature -15 celsius. Product: C(C(C)(C)C)(=O)O[C@H]1[C@@H](O[C@@H]([C@H]([C@@H]1OC(C(C)(C)C)=O)OC(C(C)(C)C)=O)COC(C(C)(C)C)=O)S(=O)C1=CC=CC=C1 (2,3,4,6-tetra-O-pivaloyl-1-deoxy-1-(phenylsulfinyl)-β-D-glucopyranose). Isolated yield 89.4%. As a reaction SMILES: [C:1]1([S:7][C@@H:8]2[O:34][C@H:33]([CH2:35][O:36][C:37](=[O:42])[C:38]([CH3:41])([CH3:40])[CH3:39])[C@@H:25]([O:26][C:27](=[O:32])[C:28]([CH3:31])([CH3:30])[CH3:29])[C@H:17]([O:18][C:19](=[O:24])[C:20]([CH3:23])([CH3:22])[CH3:21])[C@H:9]2[O:10][C:11](=[O:16])[C:12]([CH3:15])([CH3:14])[CH3:13])[CH:6]=[CH:5][CH:4]=[CH:3][CH:2]=1.C1C=C(Cl)C=C(C(OO)=[O:51])C=1.CSC>C(Cl)Cl>[C:11]([O:10][C@@H:9]1[C@@H:17]([O:18][C:19](=[O:24])[C:20]([CH3:23])([CH3:21])[CH3:22])[C@H:25]([O:26][C:27](=[O:32])[C:28]([CH3:29])([CH3:30])[CH3:31])[C@@H:33]([CH2:35][O:36][C:37](=[O:42])[C:38]([CH3:41])([CH3:40])[CH3:39])[O:34][C@H:8]1[S:7]([C:1]1[CH:6]=[CH:5][CH:4]=[CH:3][CH:2]=1)=[O:51])(=[O:16])[C:12]([CH3:13])([CH3:14])[CH3:15]. Procedure details: To a solution of 44 (1.24 g, 2.04 mmol) in 25 mL of CH2Cl2 at -78° C. is added a solution of 64% m-CPBA (550 mg, 2.04 mmol) in 10 mL of CH2Cl2. The reaction mixture is allowed to warm to -15° C., quenched with methyl sulfide (2.07 mL, 1.75 g, 6.8 mmol) and warmed to room temperature. The reaction mixture is then diluted with 25 mL CH2Cl2, washed with saturated NaHCO3 (50 mL), H2O (50 mL), saturated NaCl (50 mL), dried over Na2SO4, filtered, concentrated and purified by flash chromatography (30% ... Reactants: C[N+]1([O-])CCOCC1, CC#N, CC1C(O)CCN1C(=O)OCc1ccccc1. Product: CC1C(=O)CCN1C(=O)OCc1ccccc1. Reaction SMILES: [CH3:18][N+:19]1([O-:20])[CH2:21][CH2:22][O:23][CH2:24][CH2:25]1.[CH3:26][C:27]#[N:28].[OH:1][CH:2]1[CH:3]([CH3:17])[N:4]([C:7](=[O:8])[O:9][CH2:10][c:11]2[cH:12][cH:13][cH:14][cH:15][cH:16]2)[CH2:5][CH2:6]1>>[O:1]=[C:2]1[CH:3]([CH3:17])[N:4]([C:7](=[O:8])[O:9][CH2:10][c:11]2[cH:12][cH:13][cH:14][cH:15][cH:16]2)[CH2:5][CH2:6]1. The reactants are CS(=O)(=O)c1ccc(B(O)O)cc1, [Na+], [Na+], O=C([O-])[O-], C1COCCO1, Cl[Pd]Cl, Cc1ccc(S(=O)(=O)OC(=CC2CCCC2)c2cc3cc(F)cnc3n2S(=O)(=O)c2ccccc2)cc1, c1ccc(P(c2ccccc2)c2ccccc2)cc1, c1ccc(P(c2ccccc2)c2ccccc2)cc1. Product: CS(=O)(=O)c1ccc(C(=CC2CCCC2)c2cc3cc(F)cnc3n2S(=O)(=O)c2ccccc2)cc1. RXN SMILES: [CH3:38][S:39](=[O:40])(=[O:41])[c:42]1[cH:43][cH:44][c:45]([B:48]([OH:49])[OH:50])[cH:46][cH:47]1.[Na+:51].[Na+:52].[O-:53][C:54](=[O:55])[O-:56].[O:57]1[CH2:58][CH2:59][O:60][CH2:61][CH2:62]1.[Pd:63]([Cl:64])[Cl:65].[c:1]1([S:7](=[O:8])(=[O:9])[n:10]2[c:11]([C:20](=[CH:21][CH:22]3[CH2:23][CH2:24][CH2:25][CH2:26]3)[O:27][S:28]([c:29]3[cH:30][cH:31][c:32]([CH3:33])[cH:34][cH:35]3)(=[O:36])=[O:37])[cH:12][c:13]3[c:14]2[n:15][cH:16][c:17]([F:19])[cH:18]3)[cH:2][cH:3][cH:4][cH:5][cH:6]1.[c:66]1([P:67]([c:68]2[cH:69][cH:70][cH:71][cH:72][cH:73]2)[c:74]2[cH:75][cH:76][cH:77][cH:78][cH:79]2)[cH:80][cH:81][cH:82][cH:83][cH:84]1.[c:85]1([P:86]([c:87]2[cH:88][cH:89][cH:90][cH:91][cH:92]2)[c:93]2[cH:94][cH:95][cH:96][cH:97][cH:98]2)[cH:99][cH:100][cH:101][cH:102][cH:103]1>>[c:1]1([S:7](=[O:8])(=[O:9])[n:10]2[c:11]([C:20](=[CH:21][CH:22]3[CH2:23][CH2:24][CH2:25][CH2:26]3)[c:45]3[cH:44][cH:43][c:42]([S:39]([CH3:38])(=[O:40])=[O:41])[cH:47][cH:46]3)[cH:12][c:13]3[c:14]2[n:15][cH:16][c:17]([F:19])[cH:18]3)[cH:2][cH:3][cH:4][cH:5][cH:6]1. The reactants are C1(CC1)N1C=C(C(C2=CC(=C(C=C12)N1CCN(CC1)CCC(=O)OC)F)=O)C(=O)O (1-cyclopropyl-6-fluoro-1,4-dihydro-4-oxo-7-[4-(2-methoxycarbonylethyl)-1-piperazinyl]-3-quinolinecarboxylic acid). The solvent is C(C)(=O)O (acetic acid), O (water), S(O)(O)(=O)=O (sulphuric acid), O (water). Product: C(=O)(O)CCN1CCN(CC1)C1=C(C=C2C(C(=CN(C2=C1)C1CC1)C(=O)O)=O)F (7-[4-(2-carboxyethyl)-1-piperazinyl]-1-cyclopropyl-6-fluoro-1,4-dihydro-4-oxo-3-quinolinecarboxylic acid). Isolated yield 82.1%. Reaction SMILES: [CH:1]1([N:4]2[C:13]3[C:8](=[CH:9][C:10]([F:26])=[C:11]([N:14]4[CH2:19][CH2:18][N:17]([CH2:20][CH2:21][C:22]([O:24]C)=[O:23])[CH2:16][CH2:15]4)[CH:12]=3)[C:7](=[O:27])[C:6]([C:28]([OH:30])=[O:29])=[CH:5]2)[CH2:3][CH2:2]1>C(O)(=O)C.O.S(=O)(=O)(O)O>[C:22]([CH2:21][CH2:20][N:17]1[CH2:18][CH2:19][N:14]([C:11]2[CH:12]=[C:13]3[C:8]([C:7](=[O:27])[C:6]([C:28]([OH:30])=[O:29])=[CH:5][N:4]3[CH:1]3[CH2:2][CH2:3]3)=[CH:9][C:10]=2[F:26])[CH2:15][CH2:16]1)([OH:24])=[O:23]. Procedure details: 2.9 g of the compound from Example 9 are dissolved in a mixture of 14 ml of acetic acid and 9.5 ml of water, and 1.4 ml of concentrated sulphuric acid are added. The mixture is heated at 150° to 160° C. for 1.5 hours and poured into 90 ml of water. The precipitate is filtered off with suction, washed with water and methanol and dried. 2.3 g (72% of theory) of 7-[4-(2-carboxyethyl)-1-piperazinyl]-1-cyclopropyl-6-fluoro-1,4-dihydro-4-oxo-3-quinolinecarboxylic acid semisulphate semihydrate of decom... Starting materials: ClCCl, CC(=O)OC(C)=O, CNC(=N)N(C)C1CCN(c2nc3ccccc3n2Cc2ccc(F)cc2)CC1, [Na+], [OH-]. The product is CNC(=NC(C)=O)N(C)C1CCN(c2nc3ccccc3n2Cc2ccc(F)cc2)CC1. RXN SMILES: [CH2:39]([Cl:40])[Cl:41].[CH3:1][C:2]([O:3][C:5]([CH3:6])=[O:7])=[O:4].[F:8][c:9]1[cH:10][cH:11][c:12]([CH2:15][n:16]2[c:17]([N:25]3[CH2:26][CH2:27][CH:28]([N:31]([C:32](=[NH:33])[NH:34][CH3:35])[CH3:36])[CH2:29][CH2:30]3)[n:18][c:19]3[c:20]2[cH:21][cH:22][cH:23][cH:24]3)[cH:13][cH:14]1.[Na+:38].[OH-:37]>>[C:5]([CH3:6])(=[O:7])[N:33]=[C:32]([N:31]([CH:28]1[CH2:27][CH2:26][N:25]([c:17]2[n:16]([CH2:15][c:12]3[cH:11][cH:10][c:9]([F:8])[cH:14][cH:13]3)[c:20]3[c:19]([n:18]2)[cH:24][cH:23][cH:22][cH:21]3)[CH2:30][CH2:29]1)[CH3:36])[NH:34][CH3:35]. Reactants: Clc1ncnc2c1ccn2C1OC(COCc2ccccc2)C(OCc2ccccc2)C1OCc1ccccc1, NN. Yields the product NNc1ncnc2c1ccn2C1OC(COCc2ccccc2)C(OCc2ccccc2)C1OCc1ccccc1. As a reaction SMILES: [Cl:1][c:2]1[c:3]2[c:4]([n:5][cH:6][n:7]1)[n:8]([CH:11]1[CH:12]([O:13][CH2:14][c:15]3[cH:16][cH:17][cH:18][cH:19][cH:20]3)[CH:21]([O:22][CH2:23][c:24]3[cH:25][cH:26][cH:27][cH:28][cH:29]3)[CH:30]([CH2:32][O:33][CH2:34][c:35]3[cH:36][cH:37][cH:38][cH:39][cH:40]3)[O:31]1)[cH:9][cH:10]2.[NH2:41][NH2:42]>>[c:2]1([NH:41][NH2:42])[c:3]2[c:4]([n:5][cH:6][n:7]1)[n:8]([CH:11]1[CH:12]([O:13][CH2:14][c:15]3[cH:16][cH:17][cH:18][cH:19][cH:20]3)[CH:21]([O:22][CH2:23][c:24]3[cH:25][cH:26][cH:27][cH:28][cH:29]3)[CH:30]([CH2:32][O:33][CH2:34][c:35]3[cH:36][cH:37][cH:38][cH:39][cH:40]3)[O:31]1)[cH:9][cH:10]2. Reactants: ClC=1C=CC=2N(N1)C(=NN2)C(F)F (6-chloro-3-(difluoromethyl)-[1,2,4]triazolo[4,3-b]pyridazine), FC1=CC=C(C=C1)[C@@H](C)N1CCNCC1 ((R)-1-[1-(4-fluorophenyl)ethyl]piperazine), CCN(C(C)C)C(C)C (DIPEA). Solvent: CN(C)C=O (DMF). Product: FC(C1=NN=C2N1N=C(C=C2)N2CCN(CC2)[C@H](C)C2=CC=C(C=C2)F)F (3-(difluoromethyl)-6-[4-[(1R)-1-(4-fluorophenyl)ethyl]piperazin-1-yl][1,2,4]triazolo[4,3-b]pyridazine). Yield: 84.0%. RXN SMILES: Cl[C:2]1[CH:3]=[CH:4][C:5]2[N:6]([C:8]([CH:11]([F:13])[F:12])=[N:9][N:10]=2)[N:7]=1.[F:14][C:15]1[CH:20]=[CH:19][C:18]([C@H:21]([N:23]2[CH2:28][CH2:27][NH:26][CH2:25][CH2:24]2)[CH3:22])=[CH:17][CH:16]=1.CCN(C(C)C)C(C)C>CN(C=O)C>[F:12][CH:11]([F:13])[C:8]1[N:6]2[N:7]=[C:2]([N:26]3[CH2:25][CH2:24][N:23]([C@@H:21]([C:18]4[CH:19]=[CH:20][C:15]([F:14])=[CH:16][CH:17]=4)[CH3:22])[CH2:28][CH2:27]3)[CH:3]=[CH:4][C:5]2=[N:10][N:9]=1. Procedure details: A stirred solution of 6-chloro-3-(difluoromethyl)-[1,2,4]triazolo[4,3-b]pyridazine (103 mg, 0.5 mmol), (R)-1-[1-(4-fluorophenyl)ethyl]piperazine (125 mg, 0.6 mmol) (prepared as described in J. Med. Chem. 2007, 50, 3528) and DIPEA (97 mg, 0.75 mmol, 129 μl) in DMF (2 mL) was heated at 100° C. for 2 hours. The crude product was purified by preparative HPLC (Waters XBridge Prep C18 OBD column, 5μ silica, 19 mm diameter, 100 mm length), using decreasingly polar mixtures of water (containing 1% ammon...